The task is: describe an organic reaction: reactants, conditions, products, and yield. This data is from the Open Reaction Database (ORD), a public repository of structured organic reaction records. Starting materials: C(C)C=1SC=C(N1)CP(OCC)(OCC)=O (diethyl [(2-ethyl-1,3-thiazol-4-yl)methyl]phosphonate), [H-].[Na+] (sodium hydride), O (Water), COCOC1=NN(C=C1C=O)C1=CC=CC=C1 (3-(Methoxymethoxy)-1-phenyl-1H-pyrazole-4-carbaldehyde). Solvent: O1CCCC1 (tetrahydrofuran). Conditions: time 30 minute. Product: C(C)C=1SC=C(N1)\C=C\C=1C(=NN(C1)C1=CC=CC=C1)OCOC (2-ethyl-4-{(E)-2-[3-(methoxymethoxy)-1-phenyl-1H-pyrazol-4-yl]ethenyl}-1,3-thiazole). The yield is 74.6%. Reaction SMILES: [CH2:1]([C:3]1[S:4][CH:5]=[C:6]([CH2:8]P(=O)(OCC)OCC)[N:7]=1)[CH3:2].[H-].[Na+].[CH3:19][O:20][CH2:21][O:22][C:23]1[C:27]([CH:28]=O)=[CH:26][N:25]([C:30]2[CH:35]=[CH:34][CH:33]=[CH:32][CH:31]=2)[N:24]=1.O>O1CCCC1>[CH2:1]([C:3]1[S:4][CH:5]=[C:6](/[CH:8]=[CH:28]/[C:27]2[C:23]([O:22][CH2:21][O:20][CH3:19])=[N:24][N:25]([C:30]3[CH:35]=[CH:34][CH:33]=[CH:32][CH:31]=3)[CH:26]=2)[N:7]=1)[CH3:2] |f:1.2|. Procedure: To a solution of diethyl [(2-ethyl-1,3-thiazol-4-yl)methyl]phosphonate (4.64 g) in tetrahydrofuran (75 mL) was added sodium hydride (60% in oil, 0.96 g) at room temperature, and the mixture was stirred for 30 min. 3-(Methoxymethoxy)-1-phenyl-1H-pyrazole-4-carbaldehyde (6.32 g) was added to the reaction mixture, and the mixture was heated under reflux for 15 hrs. Water was poured into the reaction mixture, and the mixture was extracted with ethyl acetate. The ethyl acetate layer was washed with s... Reactants: CC(=O)Cl, COCCOc1cc(OC)ccc1-c1ncnc2c(C(=O)NC3CCNCC3)c[nH]c12. Yields the product COCCOc1cc(OC)ccc1-c1ncnc2c(C(=O)NC3CCN(C(C)=O)CC3)c[nH]c12. As a reaction SMILES: [CH3:32][C:33]([Cl:34])=[O:35].[NH:1]1[CH2:2][CH2:3][CH:4]([NH:7][C:8](=[O:9])[c:10]2[cH:11][nH:12][c:13]3[c:14]2[n:15][cH:16][n:17][c:18]3-[c:19]2[c:20]([O:27][CH2:28][CH2:29][O:30][CH3:31])[cH:21][c:22]([O:25][CH3:26])[cH:23][cH:24]2)[CH2:5][CH2:6]1>>[N:1]1([C:33]([CH3:32])=[O:35])[CH2:2][CH2:3][CH:4]([NH:7][C:8](=[O:9])[c:10]2[cH:11][nH:12][c:13]3[c:14]2[n:15][cH:16][n:17][c:18]3-[c:19]2[c:20]([O:27][CH2:28][CH2:29][O:30][CH3:31])[cH:21][c:22]([O:25][CH3:26])[cH:23][cH:24]2)[CH2:5][CH2:6]1. The reactants are CC(C)(C)c1ccc(-c2nc(-c3ccc(Br)cc3)nc(-c3ccc(C(C)(C)C)cc3)n2)cc1, Brc1cccc(-c2ccccn2)n1, [Li]CCCC, CCCCCC, C1CCOC1, c1ccc(P(c2ccccc2)(c2ccccc2)[Pd](P(c2ccccc2)(c2ccccc2)c2ccccc2)(P(c2ccccc2)(c2ccccc2)c2ccccc2)P(c2ccccc2)(c2ccccc2)c2ccccc2)cc1. Product: CC(C)(C)c1ccc(-c2nc(-c3ccc(-c4cccc(-c5ccccn5)n4)cc3)nc(-c3ccc(C(C)(C)C)cc3)n2)cc1. RXN SMILES: [Br:12][c:13]1[cH:14][cH:15][c:16](-[c:19]2[n:20][c:21](-[c:35]3[cH:36][cH:37][c:38]([C:41]([CH3:42])([CH3:43])[CH3:44])[cH:39][cH:40]3)[n:22][c:23](-[c:25]3[cH:26][cH:27][c:28]([C:31]([CH3:32])([CH3:33])[CH3:34])[cH:29][cH:30]3)[n:24]2)[cH:17][cH:18]1.[Br:45][c:46]1[cH:47][cH:48][cH:49][c:50](-[c:52]2[n:53][cH:54][cH:55][cH:56][cH:57]2)[n:51]1.[CH2:7]([Li:8])[CH2:9][CH2:10][CH3:11].[CH3:1][CH2:2][CH2:3][CH2:4][CH2:5][CH3:6].[O:135]1[CH2:136][CH2:137][CH2:138][CH2:139]1.[cH:58]1[cH:59][cH:60][c:61]([P:62]([Pd:63]([P:64]([c:65]2[cH:66][cH:67][cH:68][cH:69][cH:70]2)([c:71]2[cH:72][cH:73][cH:74][cH:75][cH:76]2)[c:77]2[cH:78][cH:79][cH:80][cH:81][cH:82]2)([P:83]([c:84]2[cH:85][cH:86][cH:87][cH:88][cH:89]2)([c:90]2[cH:91][cH:92][cH:93][cH:94][cH:95]2)[c:96]2[cH:97][cH:98][cH:99][cH:100][cH:101]2)[P:102]([c:103]2[cH:104][cH:105][cH:106][cH:107][cH:108]2)([c:109]2[cH:110][cH:111][cH:112][cH:113][cH:114]2)[c:115]2[cH:116][cH:117][cH:118][cH:119][cH:120]2)([c:121]2[cH:122][cH:123][cH:124][cH:125][cH:126]2)[c:127]2[cH:128][cH:129][cH:130][cH:131][cH:132]2)[cH:133][cH:134]1>>[c:13]1(-[c:46]2[cH:47][cH:48][cH:49][c:50](-[c:52]3[n:53][cH:54][cH:55][cH:56][cH:57]3)[n:51]2)[cH:14][cH:15][c:16](-[c:19]2[n:20][c:21](-[c:35]3[cH:36][cH:37][c:38]([C:41]([CH3:42])([CH3:43])[CH3:44])[cH:39][cH:40]3)[n:22][c:23](-[c:25]3[cH:26][cH:27][c:28]([C:31]([CH3:32])([CH3:33])[CH3:34])[cH:29][cH:30]3)[n:24]2)[cH:17][cH:18]1. The product is CC1=C(SC=C1)C1NCCNC1 (2-(3-methyl-2-thienyl)piperazine). Conditions: time 3 hour. Procedure details: A 5 g portion of the above aldehyde was dissolved in 100 ml of ethanol, cooled to 0°-5° C. and a solution of 2.14 g of ethylenediamine in 10 ml of ethanol was added dropwise with stirring. The mixture was allowed to come to room temperature over 3 hours, then 2.4 g of sodium borohydride was added and the mixture was stirred for 18 hours. Water was added, then the mixture was concentrated. The residue was dissolved in dichloromethane, cooled, extracted with water, dried, filtered and evaporated t... Starting materials: C(CN)N (ethylenediamine), O (Water), CC1=C(SC=C1)C(C=O)=O (3-methyl-α-oxo-2-thiopheneacetaldehyde), [BH4-].[Na+] (sodium borohydride). RXN SMILES: [CH3:1][C:2]1[CH:6]=[CH:5][S:4][C:3]=1[C:7](=O)[CH:8]=O.[CH2:11]([NH2:14])[CH2:12][NH2:13].[BH4-].[Na+].O>C(O)C>[CH3:1][C:2]1[CH:6]=[CH:5][S:4][C:3]=1[CH:7]1[CH2:8][NH:14][CH2:11][CH2:12][NH:13]1 |f:2.3|. Solvent: C(C)O (ethanol), C(C)O (ethanol).